From a dataset of the Open Reaction Database (ORD), a public repository of structured organic reaction records. describe an organic reaction: reactants, conditions, products, and yield As a reaction SMILES: C(N1C=CN=C1)(N1C=CN=C1)=O.[Cl:13][C:14]1[CH:19]=[CH:18][CH:17]=[C:16]([Cl:20])[C:15]=1[NH:21][C:22]1[CH:27]=[CH:26][CH:25]=[CH:24][C:23]=1[CH2:28][C:29]([OH:31])=O.Cl.[CH3:33][NH:34][OH:35].O>C(Cl)Cl>[OH:35][N:34]([CH3:33])[C:29](=[O:31])[CH2:28][C:23]1[CH:24]=[CH:25][CH:26]=[CH:27][C:22]=1[NH:21][C:15]1[C:14]([Cl:13])=[CH:19][CH:18]=[CH:17][C:16]=1[Cl:20] |f:2.3|. The product is ON(C(CC1=C(C=CC=C1)NC1=C(C=CC=C1Cl)Cl)=O)C (N-Hydroxy-N-methyl-2-[(2,6-dichlorophenyl)amino]-benzeneacetamide). Starting materials: O (water), C(=O)(N1C=NC=C1)N1C=NC=C1 (1,1'-Carbonyl-diimidazole), ClC1=C(C(=CC=C1)Cl)NC1=C(C=CC=C1)CC(=O)O (2-[(2,6-dichlorophenyl)-amino]-benzeneacetic acid), Cl.CNO (N-Methylhydroxylamine hydrochloride). Solvent: C(Cl)Cl (CH2Cl2). Conditions: time 2 hour. Procedure details: 1,1'-Carbonyl-diimidazole (5.5 g; 34 mmol) is slowly added to a warm solution of 2-[(2,6-dichlorophenyl)-amino]-benzeneacetic acid (6.5 g; 22 mmol) in CH2Cl2 (600 mL) and stirred at room temperature for 2.0 hours when a clear solution is formed. N-Methylhydroxylamine hydrochloride (5.5 g; 66 mmol) is slowly added to the solution and the mixture stirred at room temperature for 48 hours. It is decomposed with water, extracted with CH2Cl2 and dried over Na2SO4. The solvent is evaporated off and the... Reactants: BrC1=NN(C2=CC=C(C=C12)C(=O)OCC)C(C1=CC=CC=C1)(C1=CC=CC=C1)C1=CC=CC=C1 (ethyl 3-bromo-1-trityl-1H-indazole-5-carboxylate), [Li+].[OH-] (LiOH), Cl (HCl). The solvent is C1CCOC1 (THF). Conditions: temperature 50 celsius, time 8 hour. The product is BrC1=NN(C2=CC=C(C=C12)C(=O)O)C(C1=CC=CC=C1)(C1=CC=CC=C1)C1=CC=CC=C1 (3-bromo-1-trityl-1H-indazole-5-carboxylic acid). The yield is 49.7%. RXN SMILES: [Br:1][C:2]1[C:10]2[C:5](=[CH:6][CH:7]=[C:8]([C:11]([O:13]CC)=[O:12])[CH:9]=2)[N:4]([C:16]([C:29]2[CH:34]=[CH:33][CH:32]=[CH:31][CH:30]=2)([C:23]2[CH:28]=[CH:27][CH:26]=[CH:25][CH:24]=2)[C:17]2[CH:22]=[CH:21][CH:20]=[CH:19][CH:18]=2)[N:3]=1.[Li+].[OH-].Cl>C1COCC1>[Br:1][C:2]1[C:10]2[C:5](=[CH:6][CH:7]=[C:8]([C:11]([OH:13])=[O:12])[CH:9]=2)[N:4]([C:16]([C:17]2[CH:22]=[CH:21][CH:20]=[CH:19][CH:18]=2)([C:23]2[CH:24]=[CH:25][CH:26]=[CH:27][CH:28]=2)[C:29]2[CH:34]=[CH:33][CH:32]=[CH:31][CH:30]=2)[N:3]=1 |f:1.2|. Procedure: To a solution of ethyl 3-bromo-1-trityl-1H-indazole-5-carboxylate (5.3 g, 20 mmol) in THF (80 mL), was added LiOH (30 mL, 1 N) and the reaction mixture was stirred at 50° C. for overnight. HCl (1 N) was added to adjust the pH˜4. Then ethyl acetated (100 mL) was added. The organic layer was separated and the aqueous layer was extract three times with ethyl acetate (20 mL each). The combined organic was washed with water (30 mL×3). Dry over Na2SO4 and concentrated on vacuum to give desired product... The reactants are N(=[N+]=[N-])[C@@H]1[C@@H](CN(CC1)CCO)O (cis(±)4-azido-1-(2-hydroxyethyl)piperidin-3-ol), N(=[N+]=[N-])[C@@H]1[C@@H](CN(CC1)CCO)O (cis(±)4-azido-1-(2-hydroxyethyl)piperidin-3-ol), N1=C(C=CC=C1C)C (2,6-lutidine), CS(=O)(=O)Cl (methanesulfonyl chloride). Run in ClCCl (dichloromethane), ClCCl (dichloromethane), ClCCl (dichloromethane). Run at time 10 hour. Yields the product CS(=O)(=O)OCCN1C[C@H]([C@H](CC1)N=[N+]=[N-])O (Cis(±) 2-(4-azido-3-hydroxypiperidin-1-yl)ethyl methanesulfonate). Reaction SMILES: [N:1]([C@H:4]1[CH2:9][CH2:8][N:7]([CH2:10][CH2:11][OH:12])[CH2:6][C@H:5]1[OH:13])=[N+:2]=[N-:3].N1C(C)=CC=CC=1C.[CH3:22][S:23](Cl)(=[O:25])=[O:24]>ClCCl>[CH3:22][S:23]([O:12][CH2:11][CH2:10][N:7]1[CH2:8][CH2:9][C@H:4]([N:1]=[N+:2]=[N-:3])[C@H:5]([OH:13])[CH2:6]1)(=[O:25])=[O:24]. Procedure: A solution of cis(±)4-azido-1-(2-hydroxyethyl)piperidin-3-ol (Intermediate 45) (0.4 g, 2.15 mmol) in dry dichloromethane (15 mL) and 2,6-lutidine (0.325 mL, 2.8 mmol) was treated at −20° C. dropwise with a solution of methanesulfonyl chloride (0.175 mL, 2.26 mmol) in dichloromethane (5 mL). The temperature was allowed to reach 0° C. and kept at 0° C. for 10 hours. The resulting reaction mixture was diluted with dichloromethane (50 mL) and washed with saturated aqueous sodium hydrogen carbonate s... Starting materials: suspension, [NH2-].[Na+] (sodium amide), ClC1=CC=2NC3=CC=CC=C3SC2C=C1 (2-chloro-phenothiazine), N (ammonia), [I-].[K+] (potassium iodide), solution, ClCC1CN2CCC1CC2 (3-chloromethyl-quinuclidine). The solvent is C=1(C(=CC=CC1)C)C (xylene), C=1(C(=CC=CC1)C)C (xylene), CN(C=O)C (dimethylformamide), C=1(C(=CC=CC1)C)C (xylene). Run at time 32 hour. Yields the product ClC1=CC=2N(C3=CC=CC=C3SC2C=C1)CC1CN2CCC1CC2 (2-Chloro-10-(3-quinuclidinyl-methyl)-phenothiazine). Reaction SMILES: [NH2-].[Na+].[Cl:3][C:4]1[CH:17]=[CH:16][C:15]2[S:14][C:13]3[C:8](=[CH:9][CH:10]=[CH:11][CH:12]=3)[NH:7][C:6]=2[CH:5]=1.N.[I-].[K+].Cl[CH2:22][CH:23]1[CH:28]2[CH2:29][CH2:30][N:25]([CH2:26][CH2:27]2)[CH2:24]1>C1(C)C(C)=CC=CC=1.CN(C)C=O>[Cl:3][C:4]1[CH:17]=[CH:16][C:15]2[S:14][C:13]3[C:8](=[CH:9][CH:10]=[CH:11][CH:12]=3)[N:7]([CH2:22][CH:23]3[CH:28]4[CH2:29][CH2:30][N:25]([CH2:26][CH2:27]4)[CH2:24]3)[C:6]=2[CH:5]=1 |f:0.1,4.5|. Procedure: 3 ml of a 35% suspension of sodium amide in xylene were added to a suspension of 7 g of 2-chloro-phenothiazine in 100 ml of anhydrous xylene. The mixture was agitated and heated to reflux. When evolution of ammonia ceased (20 hours), a solution of 0.35 g of potassium iodide in 2.3 ml of dimethylformamide was added to the reaction mixture all at once and 34 ml of a 7% solution of 3-chloromethyl-quinuclidine in xylene were then added over a period of an hour. Refluxing of the reaction mixture was ... The reactants are Na2CO3(H2O)10, ClCCl.C(C)(=O)OCC (dichloromethane ethyl acetate), BrC1=CC=CC(=N1)C=O (6-bromopyridine-2-carbaldehyde), CC1=C(NCC2=C(C3=CC=CC=C3C=C2)B2OC(C(O2)(C)C)(C)C)C(=CC(=C1)C)C (2,4,6-trimethyl-N-{[1-(4,4,5,5-tetramethyl-1,3,2-dioxaborolan-2-yl)-2-naphthyl]methyl}aniline). Reagents/catalysts: C=1C=CC(=CC1)[P](C=2C=CC=CC2)(C=3C=CC=CC3)[Pd]([P](C=4C=CC=CC4)(C=5C=CC=CC5)C=6C=CC=CC6)([P](C=7C=CC=CC7)(C=8C=CC=CC8)C=9C=CC=CC9)[P](C=1C=CC=CC1)(C=1C=CC=CC1)C=1C=CC=CC1 (Pd(PPh3)4). The solvent is CO (methanol), O (water), C1(=CC=CC=C1)C (toluene). Product: C1(=C(C(=CC(=C1)C)C)NCC1=C(C2=CC=CC=C2C=C1)C1=CC=CC(=N1)C=O)C (6-{2-[(Mesitylamino)methyl]-1-naphthyl}pyridine-2-carbaldehyde). Reaction SMILES: Br[C:2]1[N:7]=[C:6]([CH:8]=[O:9])[CH:5]=[CH:4][CH:3]=1.[CH3:10][C:11]1[CH:37]=[C:36]([CH3:38])[CH:35]=[C:34]([CH3:39])[C:12]=1[NH:13][CH2:14][C:15]1[CH:24]=[CH:23][C:22]2[C:17](=[CH:18][CH:19]=[CH:20][CH:21]=2)[C:16]=1B1OC(C)(C)C(C)(C)O1.ClCCl.C(OCC)(=O)C>CO.O.C1(C)C=CC=CC=1.C1C=CC([P]([Pd]([P](C2C=CC=CC=2)(C2C=CC=CC=2)C2C=CC=CC=2)([P](C2C=CC=CC=2)(C2C=CC=CC=2)C2C=CC=CC=2)[P](C2C=CC=CC=2)(C2C=CC=CC=2)C2C=CC=CC=2)(C2C=CC=CC=2)C2C=CC=CC=2)=CC=1>[C:11]1([CH3:10])[CH:37]=[C:36]([CH3:38])[CH:35]=[C:34]([CH3:39])[C:12]=1[NH:13][CH2:14][C:15]1[CH:24]=[CH:23][C:22]2[C:17](=[CH:18][CH:19]=[CH:20][CH:21]=2)[C:16]=1[C:2]1[N:7]=[C:6]([CH:8]=[O:9])[CH:5]=[CH:4][CH:3]=1 |f:2.3,^1:62,64,83,102|. Reported procedure: A solution of 32.4 g (113 mmol) of Na2CO3(H2O)10 in a mixture of 180 ml of methanol and 600 ml of water was added to a mixture of 8.37 g (45.0 mmol) of 6-bromopyridine-2-carbaldehyde, 18.1 g (45.0 mmol) of 2,4,6-trimethyl-N-{[1-(4,4,5,5-tetramethyl-1,3,2-dioxaborolan-2-yl)-2-naphthyl]methyl}aniline and 2.65 g (2.30 mmol) of Pd(PPh3)4 in 600 ml of toluene by vigorous stirring at room temperature. The resulting mixture was stirred at 80° C. for 12 h. Further on, this mixture was cooled to room tem... Reactants: N[C@H](CN1N=C(C=C1)C1=CC(=C(C#N)C=C1)Cl)C ((S)-4-(1-(2-aminopropyl)-1H-pyrazol-3-yl)-2-chlorobenzonitrile), N1=CC=C(C=C1)N1N=C(C=C1)C(=O)O (1-(pyridin-4-yl)-1H-pyrazole-3-carboxylic acid), CCN(C(C)C)C(C)C (DIPEA), C1=CC=C2C(=C1)N=NN2O.O (HOBt hydrate), CCN=C=NCCCN(C)C (EDCI). Yields the product ClC=1C=C(C=CC1C#N)C1=NN(C=C1)C[C@H](C)NC(=O)C1=NN(C=C1)C1=CC=NC=C1 ((S)—N-(1-(3-(3-chloro-4-cyanophenyl)-1H-pyrazol-1-yl)propan-2-yl)-1-(pyridin-4-yl)-1H-pyrazole-3-carboxamide). The yield is 83.0%. RXN SMILES: [NH2:1][C@@H:2]([CH3:18])[CH2:3][N:4]1[CH:8]=[CH:7][C:6]([C:9]2[CH:16]=[CH:15][C:12]([C:13]#[N:14])=[C:11]([Cl:17])[CH:10]=2)=[N:5]1.[N:19]1[CH:24]=[CH:23][C:22]([N:25]2[CH:29]=[CH:28][C:27]([C:30](O)=[O:31])=[N:26]2)=[CH:21][CH:20]=1.CCN(C(C)C)C(C)C.C1C=C2N=NN(O)C2=CC=1.O.CCN=C=NCCCN(C)C>>[Cl:17][C:11]1[CH:10]=[C:9]([C:6]2[CH:7]=[CH:8][N:4]([CH2:3][C@@H:2]([NH:1][C:30]([C:27]3[CH:28]=[CH:29][N:25]([C:22]4[CH:23]=[CH:24][N:19]=[CH:20][CH:21]=4)[N:26]=3)=[O:31])[CH3:18])[N:5]=2)[CH:16]=[CH:15][C:12]=1[C:13]#[N:14] |f:3.4|. Procedure: The title compound was prepared from (S)-4-(1-(2-aminopropyl)-1H-pyrazol-3-yl)-2-chlorobenzonitrile (0.058 g, 0.307 mmol), 1-(pyridin-4-yl)-1H-pyrazole-3-carboxylic acid (0.080 g, 0.307 mmol), DIPEA (0.160 ml, 0.921 mmol), HOBt hydrate (0.071 g, 0.460 mmol) and EDCI (0.088 g, 0.460 mmol) using the method of Example 274 affording 0.110 g of the title compound. 1H-NMR (400 MHz; d6-DMSO): δ 1.19 (d, 3H), 4.36 (m, 2H), 4.49 (m, 1H), 6.90 (d, 1H), 6.94 (d, 1H), 7.85 (d, 1H), 7.90 (m, 2H), 7.94 (m, 2H... Reactants: COc1ccc(COC(=O)C(CC(C)C)N(C(=O)OCC(Cl)(Cl)Cl)c2nn(C(=O)OC(C)(C)C)cc2Br)cc1, C1CCOC1, [K+], O=P([O-])(O)O, [Zn]. Product: COc1ccc(COC(=O)C(CC(C)C)Nc2nn(C(=O)OC(C)(C)C)cc2Br)cc1. Reaction SMILES: [Br:1][c:2]1[c:3]([N:14]([CH:15]([CH2:16][CH:17]([CH3:18])[CH3:19])[C:20](=[O:21])[O:22][CH2:23][c:24]2[cH:25][cH:26][c:27]([O:30][CH3:31])[cH:28][cH:29]2)[C:32]([O:33][CH2:34][C:35]([Cl:36])([Cl:37])[Cl:38])=[O:39])[n:4][n:5]([C:7](=[O:8])[O:9][C:10]([CH3:11])([CH3:12])[CH3:13])[cH:6]1.[CH2:46]1[O:47][CH2:48][CH2:49][CH2:50]1.[K+:45].[P:40]([O-:41])([OH:42])([OH:43])=[O:44].[Zn:51]>>[Br:1][c:2]1[c:3]([NH:14][CH:15]([CH2:16][CH:17]([CH3:18])[CH3:19])[C:20](=[O:21])[O:22][CH2:23][c:24]2[cH:25][cH:26][c:27]([O:30][CH3:31])[cH:28][cH:29]2)[n:4][n:5]([C:7](=[O:8])[O:9][C:10]([CH3:11])([CH3:12])[CH3:13])[cH:6]1.